From a dataset of the Open Reaction Database (ORD), a public repository of structured organic reaction records. describe an organic reaction: reactants, conditions, products, and yield RXN SMILES: [O:1]=[C:2]1[C:23]2[C:9]3[CH2:10][CH2:11][C:12]4[CH:18]=[CH:17][C:16]([C:19]([O:21]C)=[O:20])=[CH:15][C:13]=4[S:14][C:8]=3[CH:7]=[CH:6][C:5]=2[CH2:4][CH2:3]1.[O:24]=C1C2C3SC4=CCCC=C4C=C(C(OC)=O)C=3C=CC=2CC1>>[O:24]=[S:14]1[C:8]2[CH:7]=[CH:6][C:5]3[CH2:4][CH2:3][C:2](=[O:1])[C:23]=3[C:9]=2[CH2:10][CH2:11][C:12]2[CH:18]=[CH:17][C:16]([C:19]([OH:21])=[O:20])=[CH:15][C:13]1=2. Procedure details: Substituting an equivalent amount of methyl 1-oxo-2,3,11,12-tetrahydro-1H-benzo[b]indeno[4,5-f]-thiepin-8-carboxylate in Example 38, Step A, in place of methyl 1-oxo-2,3,9,10-tetrahydro-1H-benzo[b]-indeno[5,4-f]thiepin-6-carboxylate and taking the product through Step B of this example provided the title compound. Reactants: O=C1CCC=2C=CC3=C(CCC4=C(S3)C=C(C=C4)C(=O)OC)C12 (methyl 1-oxo-2,3,11,12-tetrahydro-1H-benzo[b]indeno[4,5-f]-thiepin-8-carboxylate), O=C1CCC=2C=CC=3C(=CC=4C(SC3C12)=CCCC4)C(=O)OC (methyl 1-oxo-2,3,9,10-tetrahydro-1H-benzo[b]-indeno[5,4-f]thiepin-6-carboxylate). Product: O=S1C2=C(CCC3=C1C=CC=1CCC(C13)=O)C=CC(=C2)C(=O)O (6-Oxido-1-oxo-2,3,11,12-tetrahydro-1H-benzo[b]indeno[4,5-f]thiepin-8-carboxylic acid). Reactants: COC(=O)CBr, O=C([O-])[O-], [K+], [K+], Nc1ccc(CC2CCCCC(=O)N2)cc1OCc1ccccc1, CN(C)C=O, O. The product is COC(=O)CNc1ccc(CC2CCCCC(=O)N2)cc1OCc1ccccc1. Reaction SMILES: [Br:31][CH2:32][C:33](=[O:34])[O:35][CH3:36].[C:25](=[O:26])([O-:27])[O-:28].[K+:29].[K+:30].[NH2:1][c:2]1[c:3]([O:17][CH2:18][c:19]2[cH:20][cH:21][cH:22][cH:23][cH:24]2)[cH:4][c:5]([CH2:6][CH:7]2[CH2:8][CH2:9][CH2:10][CH2:11][C:12](=[O:14])[NH:13]2)[cH:15][cH:16]1.[O:38]=[CH:39][N:40]([CH3:41])[CH3:42].[OH2:37]>>[NH:1]([c:2]1[c:3]([O:17][CH2:18][c:19]2[cH:20][cH:21][cH:22][cH:23][cH:24]2)[cH:4][c:5]([CH2:6][CH:7]2[CH2:8][CH2:9][CH2:10][CH2:11][C:12](=[O:14])[NH:13]2)[cH:15][cH:16]1)[CH2:32][C:33](=[O:34])[O:35][CH3:36]. Starting materials: C(C)(=O)OC1=C(C(=O)O)C=C(C=C1)C1=C(C=C(C=C1)F)OC (2-acetoxy-5-(4'-fluoro-2'-methoxyphenyl)-benzoic acid), P(=O)(Cl)(Cl)Cl (phosphorous oxychloride), C1(=CC=CC=C1)O (phenol), Cl (hydrogen chloride). Yields the product C1(=CC=CC=C1)OC(C1=C(C=CC(=C1)C1=C(C=C(C=C1)F)OC)OC(C)=O)=O (phenyl-2-acetoxy-5-(4'-fluoro-2'-methoxyphenyl)-benzoate). RXN SMILES: [C:1]([O:4][C:5]1[CH:13]=[CH:12][C:11]([C:14]2[CH:19]=[CH:18][C:17]([F:20])=[CH:16][C:15]=2[O:21][CH3:22])=[CH:10][C:6]=1[C:7]([OH:9])=[O:8])(=[O:3])[CH3:2].P(Cl)(Cl)(Cl)=O.[C:28]1(O)[CH:33]=[CH:32][CH:31]=[CH:30][CH:29]=1.Cl>>[C:28]1([O:8][C:7](=[O:9])[C:6]2[CH:10]=[C:11]([C:14]3[CH:19]=[CH:18][C:17]([F:20])=[CH:16][C:15]=3[O:21][CH3:22])[CH:12]=[CH:13][C:5]=2[O:4][C:1](=[O:3])[CH3:2])[CH:33]=[CH:32][CH:31]=[CH:30][CH:29]=1. Procedure: A mixture of 2-acetoxy-5-(4'-fluoro-2'-methoxyphenyl)-benzoic acid (0.1 mole), phosphorous oxychloride (0.1 mole), and phenol (0.12 mole), is heated at 75° C. until no more hydrogen chloride is evolved. The product, phenyl-2-acetoxy-5-(4'-fluoro-2'-methoxyphenyl)-benzoate, is isolated by partitioning the reaction mixture between benzene and dilute sodium bicarbonate solution, and subjecting the benzene solution to chromatography on silica gel. Reactants: N1=CC(=CC=C1)CN (pyridin-3-ylmethanamine), OC=1C2=C(N=NN1)C(=CC=C2)C(=O)N (4-hydroxybenzo[d][1,2,3]-triazine-8-carboxamide). Yields the product N1=CC(=CC=C1)CNC=1C2=C(N=NN1)C(=CC=C2)C(=O)N (4-((pyridin-3-ylmethyl)amino)benzo[d][1,2,3]triazine-8-carboxamide). As a reaction SMILES: [N:1]1[CH:6]=[CH:5][CH:4]=[C:3]([CH2:7][NH2:8])[CH:2]=1.O[C:10]1[C:11]2[CH:19]=[CH:18][CH:17]=[C:16]([C:20]([NH2:22])=[O:21])[C:12]=2[N:13]=[N:14][N:15]=1>>[N:1]1[CH:6]=[CH:5][CH:4]=[C:3]([CH2:7][NH:8][C:10]2[C:11]3[CH:19]=[CH:18][CH:17]=[C:16]([C:20]([NH2:22])=[O:21])[C:12]=3[N:13]=[N:14][N:15]=2)[CH:2]=1. Reported procedure: Compound 3 was prepared following general synthetic scheme 7 wherein pyridin-3-ylmethanamine was reacted with 4-hydroxybenzo[d][1,2,3]-triazine-8-carboxamide to give the title compound. LC-MS [281 (M+1)], 1H NMR (400 MHz, DMSO-d): δ 9.38-9.32 (m, 2H), 8.66 (s, 1H), 8.54 (d, 1H), 8.50-8.48 (m, 2H), 8.05 (s, 1H), 7.99 (t, 1H), 7.82 (d, 1H), 7.38-7.35 (m, 1H), 4.93 (s, 2H). Starting materials: C(C)OC(=O)C(C)OC1CN(CCC1C1=CC=C(C=C1)OCCCOCC1=C(C=CC=C1)OC)C(=O)OC(C)(C)C (tert-butyl 3-(1(R,S)-ethoxycarbonylethoxy)-4-{4-[3-(2-methoxybenzyloxy)propoxy]phenyl}piperidine-1-carboxylate), Cl (HCl). The solvent is CO (methanol), [OH-].[Na+] (NaOH). The product is C(=O)(O)C(C)OC1CN(CCC1C1=CC=C(C=C1)OCCCOCC1=C(C=CC=C1)OC)C(=O)OC(C)(C)C (tert-Butyl 3-(1(R,S)-carboxyethoxy)-4-{4-[3-(2-methoxybenzyloxy)propoxy]phenyl}piperidine-1-carboxylate). RXN SMILES: C([O:3][C:4]([CH:6]([O:8][CH:9]1[CH:14]([C:15]2[CH:20]=[CH:19][C:18]([O:21][CH2:22][CH2:23][CH2:24][O:25][CH2:26][C:27]3[CH:32]=[CH:31][CH:30]=[CH:29][C:28]=3[O:33][CH3:34])=[CH:17][CH:16]=2)[CH2:13][CH2:12][N:11]([C:35]([O:37][C:38]([CH3:41])([CH3:40])[CH3:39])=[O:36])[CH2:10]1)[CH3:7])=[O:5])C.Cl>CO.[OH-].[Na+]>[C:4]([CH:6]([O:8][CH:9]1[CH:14]([C:15]2[CH:16]=[CH:17][C:18]([O:21][CH2:22][CH2:23][CH2:24][O:25][CH2:26][C:27]3[CH:32]=[CH:31][CH:30]=[CH:29][C:28]=3[O:33][CH3:34])=[CH:19][CH:20]=2)[CH2:13][CH2:12][N:11]([C:35]([O:37][C:38]([CH3:39])([CH3:41])[CH3:40])=[O:36])[CH2:10]1)[CH3:7])([OH:5])=[O:3] |f:3.4|. Procedure details: A solution of 0.33 g of tert-butyl 3-(1(R,S)-ethoxycarbonylethoxy)-4-{4-[3-(2-methoxybenzyloxy)propoxy]phenyl}piperidine-1-carboxylate in 4 ml of methanol and 1 ml of 2N NaOH is stirred at room temperature over 18 hours. The reaction mixture is admixed with 1.5 ml of 4N HCl and extracted with EtOAc. The organic phase is washed with brine, dried over sodium sulphate and concentrated by evaporation. The crude title compound is obtained as a yellowish oil from the residue. Rt=5.33. Starting materials: COc1ccc(C=O)cc1COCc1ccc(C(F)(F)F)cc1, O=C1CSC(=O)N1. The product is COc1ccc(CC2SC(=O)NC2=O)cc1COCc1ccc(C(F)(F)F)cc1. Reaction SMILES: [CH3:1][O:2][c:3]1[c:4]([CH2:11][O:12][CH2:13][c:14]2[cH:15][cH:16][c:17]([C:20]([F:21])([F:22])[F:23])[cH:18][cH:19]2)[cH:5][c:6]([CH:7]=[O:8])[cH:9][cH:10]1.[S:24]1[C:25](=[O:30])[NH:26][C:27](=[O:29])[CH2:28]1>>[CH3:1][O:2][c:3]1[c:4]([CH2:11][O:12][CH2:13][c:14]2[cH:15][cH:16][c:17]([C:20]([F:21])([F:22])[F:23])[cH:18][cH:19]2)[cH:5][c:6]([CH2:7][CH:28]2[S:24][C:25](=[O:30])[NH:26][C:27]2=[O:29])[cH:9][cH:10]1.